This data is from the Open Reaction Database (ORD), a public repository of structured organic reaction records. The task is: describe an organic reaction: reactants, conditions, products, and yield Starting materials: C(C)(C)(C)OC(=O)N1CCC(CC1)CCN1CCN(CC1)C1=CC=C(C=C1)OC(CC1=CC=C(C=C1)Cl)C(=O)OC (4-[2-(1-tert-butyloxycarbonylpiperidin-4-yl)ethyl]-1-[4-(2-(4-chlorophenyl)-1-methoxycarbonylethyloxy)phenyl]piperazine), Cl (hydrochloric acid). Yields the product Cl.Cl.ClC1=CC=C(C=C1)CC(OC1=CC=C(C=C1)N1CCN(CC1)CCC1CCNCC1)C(=O)OC (1-[4-(2-(4-Chlorophenyl)-1-methoxycarbonylethyloxy)phenyl]-4-[2-(piperidin-4-yl)ethyl]piperazine dihydrochloride). RXN SMILES: C(OC([N:8]1[CH2:13][CH2:12][CH:11]([CH2:14][CH2:15][N:16]2[CH2:21][CH2:20][N:19]([C:22]3[CH:27]=[CH:26][C:25]([O:28][CH:29]([C:38]([O:40][CH3:41])=[O:39])[CH2:30][C:31]4[CH:36]=[CH:35][C:34]([Cl:37])=[CH:33][CH:32]=4)=[CH:24][CH:23]=3)[CH2:18][CH2:17]2)[CH2:10][CH2:9]1)=O)(C)(C)C.[ClH:42]>>[ClH:37].[ClH:42].[Cl:37][C:34]1[CH:35]=[CH:36][C:31]([CH2:30][CH:29]([C:38]([O:40][CH3:41])=[O:39])[O:28][C:25]2[CH:24]=[CH:23][C:22]([N:19]3[CH2:18][CH2:17][N:16]([CH2:15][CH2:14][CH:11]4[CH2:10][CH2:9][NH:8][CH2:13][CH2:12]4)[CH2:21][CH2:20]3)=[CH:27][CH:26]=2)=[CH:32][CH:33]=1 |f:2.3.4|. Procedure details: Prepared from 4-[2-(1-tert-butyloxycarbonylpiperidin-4-yl)ethyl]-1-[4-(2-(4-chlorophenyl)-1-methoxycarbonylethyloxy)phenyl]piperazine and ethereal hydrochloric acid. The reactants are BrC12CCN(C2CN(C1)C(=O)OCC)C (ethyl 5-bromo-2-methyl-2,7-diazabicyclo[3.3.0]octane-7-carboxylate). Solvent: Cl (hydrochloric acid). Product: BrC12CCN(C2CNC1)C (5-Bromo-2-methyl-2,7-diazabicyclo[3.3.0]octane). As a reaction SMILES: [Br:1][C:2]12[CH2:9][N:8](C(OCC)=O)[CH2:7][CH:6]1[N:5]([CH3:15])[CH2:4][CH2:3]2>Cl>[Br:1][C:2]12[CH2:9][NH:8][CH2:7][CH:6]1[N:5]([CH3:15])[CH2:4][CH2:3]2. Procedure details: 18.4 g (60.7 mmol, 91.4%) of ethyl 5-bromo-2-methyl-2,7-diazabicyclo[3.3.0]octane-7-carboxylate are refluxed overnight together with 120 ml of concentrated hydrochloric acid. The mixture is concentrated, the concentrate is taken up in 50 ml of water, this mixture is rendered alkaline using potassium carbonate and extracted five times using 100 ml portions of chloroform. The extracts are dried over potassium carbonate, concentrated and distilled. Yields the product FC(C(=O)NC1CCN(CC1)CCCCCOC1=CC=C(C(=O)N2CCC(CC2)N2C(=O)CCC3=CC=CC=C23)C=C1)(F)F (1-[1-{4-[5-(4-trifluoroacetylamino-1-piperidinyl)pentyloxy]benzoyl}-4-piperidinyl]-3,4-dihydrocarbostyril). Yield: 81.2%. Reactants: O (water), BrCCCCCOC1=CC=C(C(=O)N2CCC(CC2)N2C(=O)CCC3=CC=CC=C23)C=C1 (1-{1-[4-(5-Bromopentyloxy)benzoyl]-4-piperidinyl}-3,4-dihydrocarbostyril), FC(C(=O)NC1CCNCC1)(F)F (4-trifluoroacetylaminopiperidine), C([O-])([O-])=O.[K+].[K+] (potassium carbonate). RXN SMILES: Br[CH2:2][CH2:3][CH2:4][CH2:5][CH2:6][O:7][C:8]1[CH:32]=[CH:31][C:11]([C:12]([N:14]2[CH2:19][CH2:18][CH:17]([N:20]3[C:30]4[C:25](=[CH:26][CH:27]=[CH:28][CH:29]=4)[CH2:24][CH2:23][C:21]3=[O:22])[CH2:16][CH2:15]2)=[O:13])=[CH:10][CH:9]=1.[F:33][C:34]([F:45])([F:44])[C:35]([NH:37][CH:38]1[CH2:43][CH2:42][NH:41][CH2:40][CH2:39]1)=[O:36].C(=O)([O-])[O-].[K+].[K+].O>CN(C)C=O>[F:45][C:34]([F:33])([F:44])[C:35]([NH:37][CH:38]1[CH2:43][CH2:42][N:41]([CH2:2][CH2:3][CH2:4][CH2:5][CH2:6][O:7][C:8]2[CH:32]=[CH:31][C:11]([C:12]([N:14]3[CH2:19][CH2:18][CH:17]([N:20]4[C:30]5[C:25](=[CH:26][CH:27]=[CH:28][CH:29]=5)[CH2:24][CH2:23][C:21]4=[O:22])[CH2:16][CH2:15]3)=[O:13])=[CH:10][CH:9]=2)[CH2:40][CH2:39]1)=[O:36] |f:2.3.4|. Conditions: time 8 hour. Procedure details: 1-{1-[4-(5-Bromopentyloxy)benzoyl]-4-piperidinyl}-3,4-dihydrocarbostyril (2 g) and 4-trifluoroacetylaminopiperidine (2 g) are dissolved in dimethylformamide (40 ml), and thereto is added potassium carbonate (2 g) and the mixture is stirred overnight. The reaction mixture is poured into water, and the mixture is extracted with toluene/ethyl acetate (1:1), dried over magnesium sulfate, and purified by silica gel column chromatography (eluent; dichloromethane: methanol=50:1) to give 1-[1-{4-[5-(4-t... Run in CN(C=O)C (dimethylformamide). Reactants: C[Si](CCOCCl)(C)C (2-(trimethylsilyl)ethoxymethyl chloride), N1C(=O)NC(=O)C=C1 (uracil), [H-].[Na+] (sodium hydride). Solvent: CN(C)C=O (DMF), hexanes, O (water). Reaction conditions: temperature 0 celsius, time 4 hour. Product: C[Si](CCOCN1C(NC(C=C1)=O)=O)(C)C (1-[2-(trimethylsilyl)ethoxymethyl]-2,4(1H,3H)-pyrimidinedione). Yield: 14.8%. As a reaction SMILES: [H-].[Na+].[NH:3]1[CH:10]=[CH:9][C:7](=[O:8])[NH:6][C:4]1=[O:5].[CH3:11][Si:12]([CH3:19])([CH3:18])[CH2:13][CH2:14][O:15][CH2:16]Cl>CN(C=O)C.O>[CH3:11][Si:12]([CH3:19])([CH3:18])[CH2:13][CH2:14][O:15][CH2:16][N:3]1[CH:10]=[CH:9][C:7](=[O:8])[NH:6][C:4]1=[O:5] |f:0.1|. Procedure: A solution of 60% sodium hydride (2 g, 50 mmol) in mineral oil was washed with hexanes (2×20 mL) and cooled to 0° C. The solution was diluted with DMF (200 mL) and then uracil (5.6 g, 50 mmol) was added portionwise over 30 minutes. The mixture was treated with 2-(trimethylsilyl)ethoxymethyl chloride (8.8 mL, 50 mmol) and allowed to warm to 25° C. and stand 4 hours. The reaction mixture was diluted with water (500 mL) and extracted with diethyl ether (4×100 mL). The combined extract was washed wi... As a reaction SMILES: Br[C:2]1[C:3]([O:11][CH:12]2[CH2:15][CH2:14][CH2:13]2)=[N:4][CH:5]=[C:6]([CH:10]=1)[C:7]([OH:9])=[O:8].[Cl:16][C:17]1[CH:22]=[CH:21][C:20](B(O)O)=[CH:19][C:18]=1[CH3:26]>>[Cl:16][C:17]1[CH:22]=[CH:21][C:20]([C:2]2[C:3]([O:11][CH:12]3[CH2:15][CH2:14][CH2:13]3)=[N:4][CH:5]=[C:6]([CH:10]=2)[C:7]([OH:9])=[O:8])=[CH:19][C:18]=1[CH3:26]. Reported procedure: The title compound was synthesized in analogy to Example BQ using 5-bromo-6-cyclobutoxy-nicotinic acid (example BY) and B-(4-chloro-3-methylphenyl)-boronic acid (CAN 161950-10-3) as starting materials; MS (ESI): 316.2 (M−H)−. Yields the product ClC1=C(C=C(C=C1)C=1C(=NC=C(C(=O)O)C1)OC1CCC1)C (5-(4-chloro-3-methylphenyl)-6-cyclobutoxynicotinic acid). The reactants are BrC=1C(=NC=C(C(=O)O)C1)OC1CCC1 (5-bromo-6-cyclobutoxy-nicotinic acid), ClC1=C(C=C(C=C1)B(O)O)C (B-(4-chloro-3-methylphenyl)-boronic acid). The yield is 102.5%. Reaction conditions: temperature 5 celsius. Procedure: To a suspension of 7-cyclopentyloxy-2-methylbenzo[b]furan-4-carboxylic acid (40.0 g, 0.153 moles) and potassium carbonate (42.0 g, 0.184) in acetone (400 mL) added dimethyl sulfate (24.0 g, 0.307 moles) and refluxed for 4-5 hrs. acetone (305 mL) was distilled off and reaction mixture was cooled to 5° C., ice cold water (500 mL) was and the solid separated was filtered, washed with water (2×100 mL) and dried to get off white solid (43.0 g). Run in CC(=O)C (acetone). Reaction SMILES: [CH:1]1([O:6][C:7]2[C:12]3[O:13][C:14]([CH3:16])=[CH:15][C:11]=3[C:10]([C:17]([OH:19])=[O:18])=[CH:9][CH:8]=2)[CH2:5][CH2:4][CH2:3][CH2:2]1.[C:20](=O)([O-])[O-].[K+].[K+].S(OC)(OC)(=O)=O>CC(C)=O>[CH3:20][O:18][C:17]([C:10]1[C:11]2[CH:15]=[C:14]([CH3:16])[O:13][C:12]=2[C:7]([O:6][CH:1]2[CH2:2][CH2:3][CH2:4][CH2:5]2)=[CH:8][CH:9]=1)=[O:19] |f:1.2.3|. Yields the product COC(=O)C1=CC=C(C=2OC(=CC21)C)OC2CCCC2 (Methyl-7-cyclopentyloxy-2-methylbenzo[b]furan-4-carboxylate). Reactants: ice, C1(CCCC1)OC1=CC=C(C2=C1OC(=C2)C)C(=O)O (7-cyclopentyloxy-2-methylbenzo[b]furan-4-carboxylic acid), C([O-])([O-])=O.[K+].[K+] (potassium carbonate), S(=O)(=O)(OC)OC (dimethyl sulfate). Starting materials: CC(C)=O, Clc1ccccc1CBr, [I-], [Na+]. Yields the product Clc1ccccc1CI. Reaction SMILES: [CH3:12][C:13](=[O:14])[CH3:15].[Cl:1][c:2]1[c:3]([CH2:8][Br:9])[cH:4][cH:5][cH:6][cH:7]1.[I-:10].[Na+:11]>>[Cl:1][c:2]1[c:3]([CH2:8][I:10])[cH:4][cH:5][cH:6][cH:7]1. Yields the product COc1ncc(F)nc1C=O. Reaction SMILES: [CH3:14][CH:15]([CH2:16][AlH:17][CH2:18][CH:19]([CH3:20])[CH3:21])[CH3:22].[Cl:25][CH2:26][Cl:27].[ClH:23].[F:1][c:2]1[cH:3][n:4][c:5]([O:12][CH3:13])[c:6]([C:8](=[O:9])[O:10][CH3:11])[n:7]1.[OH2:24]>>[F:1][c:2]1[cH:3][n:4][c:5]([O:12][CH3:13])[c:6]([CH:8]=[O:9])[n:7]1. Reactants: CC(C)C[AlH]CC(C)C, ClCCl, Cl, COC(=O)c1nc(F)cnc1OC, O.